From a dataset of the Open Reaction Database (ORD), a public repository of structured organic reaction records. describe an organic reaction: reactants, conditions, products, and yield Reactants: Cc1cc(OCc2c(-c3c(Cl)cccc3Cl)noc2C2CC2)ccc1Br, COC(=O)c1c(C)oc2cc(B3OC(C)(C)C(C)(C)O3)ccc12, Cc1ccccc1, COC1=C(c2ccccc2)C(OC)(P(C2CCCCC2)C2CCCCC2)CC=C1, [K+], [K+], [K+], N#N, CC(=O)[O-], CC(=O)[O-], O, O=P([O-])([O-])[O-], [Pd+2]. The product is COC(=O)c1c(C)oc2cc(-c3ccc(OCc4c(-c5c(Cl)cccc5Cl)noc4C4CC4)cc3C)ccc12. RXN SMILES: [Br:24][c:25]1[c:26]([CH3:49])[cH:27][c:28]([O:29][CH2:30][c:31]2[c:32](-[c:39]3[c:40]([Cl:46])[cH:41][cH:42][cH:43][c:44]3[Cl:45])[n:33][o:34][c:35]2[CH:36]2[CH2:37][CH2:38]2)[cH:47][cH:48]1.[CH3:1][O:2][C:3](=[O:4])[c:5]1[c:6]([CH3:23])[o:7][c:8]2[c:9]1[cH:10][cH:11][c:12]([B:14]1[O:15][C:16]([CH3:17])([CH3:18])[C:19]([CH3:20])([CH3:21])[O:22]1)[cH:13]2.[CH3:89][c:90]1[cH:91][cH:92][cH:93][cH:94][cH:95]1.[CH:52]1([P:53]([CH:54]2[CH2:55][CH2:56][CH2:57][CH2:58][CH2:59]2)[C:60]2([O:61][CH3:62])[CH2:63][CH:64]=[CH:65][C:66]([O:67][CH3:68])=[C:69]2[c:70]2[cH:71][cH:72][cH:73][cH:74][cH:75]2)[CH2:76][CH2:77][CH2:78][CH2:79][CH2:80]1.[K+:86].[K+:87].[K+:88].[N:50]#[N:51].[O-:102][C:103]([CH3:104])=[O:105].[O-:98][C:99]([CH3:100])=[O:101].[OH2:96].[P:81]([O-:82])([O-:83])([O-:84])=[O:85].[Pd+2:97]>>[CH3:1][O:2][C:3](=[O:4])[c:5]1[c:6]([CH3:23])[o:7][c:8]2[c:9]1[cH:10][cH:11][c:12](-[c:25]1[c:26]([CH3:49])[cH:27][c:28]([O:29][CH2:30][c:31]3[c:32](-[c:39]4[c:40]([Cl:46])[cH:41][cH:42][cH:43][c:44]4[Cl:45])[n:33][o:34][c:35]3[CH:36]3[CH2:37][CH2:38]3)[cH:47][cH:48]1)[cH:13]2. Starting materials: N#Cc1ccc(C(=O)CCl)cc1, Clc1cncnc1, O=C(CBr)c1ccc([N+](=O)[O-])cc1, c1ccncc1. The product is N#Cc1ccc(C(=O)C[n+]2cncc(Cl)c2)cc1, [Cl-]. RXN SMILES: [C:14](#[N:15])[c:16]1[cH:17][cH:18][c:19]([C:20]([CH2:21][Cl:22])=[O:23])[cH:24][cH:25]1.[Cl:26][c:27]1[cH:28][n:29][cH:30][n:31][cH:32]1.[N+:1]([c:2]1[cH:3][cH:4][c:5]([C:6](=[O:7])[CH2:8][Br:9])[cH:10][cH:11]1)([O-:12])=[O:13].[cH:33]1[cH:34][cH:35][n:36][cH:37][cH:38]1>>[C:14](#[N:15])[c:16]1[cH:17][cH:18][c:19]([C:20]([CH2:21][n+:29]2[cH:28][c:27]([Cl:26])[cH:32][n:31][cH:30]2)=[O:23])[cH:24][cH:25]1.[Cl-:22]. Starting materials: CCOC(C)=O, CN1CCCC1=O, CC(C)Oc1ccc(Cl)nn1, [H-], [Na+], O, CC(=O)NC(C)CCc1ccc(O)cc1. Yields the product CC(=O)NC(C)CCc1ccc(Oc2ccc(OC(C)C)nn2)cc1. RXN SMILES: [CH3:29][CH2:30][O:31][C:32](=[O:33])[CH3:34].[CH3:35][N:36]1[CH2:37][CH2:38][CH2:39][C:40]1=[O:41].[Cl:18][c:19]1[n:20][n:21][c:22]([O:25][CH:26]([CH3:27])[CH3:28])[cH:23][cH:24]1.[H-:16].[Na+:17].[OH2:42].[OH:1][c:2]1[cH:3][cH:4][c:5]([CH2:8][CH2:9][CH:10]([CH3:11])[NH:12][C:13]([CH3:14])=[O:15])[cH:6][cH:7]1>>[O:1]([c:2]1[cH:3][cH:4][c:5]([CH2:8][CH2:9][CH:10]([CH3:11])[NH:12][C:13]([CH3:14])=[O:15])[cH:6][cH:7]1)[c:19]1[n:20][n:21][c:22]([O:25][CH:26]([CH3:27])[CH3:28])[cH:23][cH:24]1. Reactants: ClC1=CC=C(C=C1)NC=1C(=CC=CC1)N (N-(4-chlorophenyl)benzene-1,2-diamine), C(C1=CC=CC=C1)(=O)C(=O)O (benzoylformic acid). Run in CCOCC (ether), CCOCC (ether). Run at time 8 hour. Yields the product ClC1=CC=C(C=C1)N1C(C(=NC2=CC=CC=C12)C1=CC=CC=C1)=O (1-(4-Chlorophenyl)-1,2-dihydro-3-phenylquinoxalin-2-one). Reaction SMILES: [Cl:1][C:2]1[CH:7]=[CH:6][C:5]([NH:8][C:9]2[C:10]([NH2:15])=[CH:11][CH:12]=[CH:13][CH:14]=2)=[CH:4][CH:3]=1.[C:16]([C:24](O)=[O:25])(=O)[C:17]1[CH:22]=[CH:21][CH:20]=[CH:19][CH:18]=1>CCOCC>[Cl:1][C:2]1[CH:7]=[CH:6][C:5]([N:8]2[C:9]3[C:10](=[CH:11][CH:12]=[CH:13][CH:14]=3)[N:15]=[C:16]([C:17]3[CH:22]=[CH:21][CH:20]=[CH:19][CH:18]=3)[C:24]2=[O:25])=[CH:4][CH:3]=1. Procedure details: To a solution of N-(4-chlorophenyl)benzene-1,2-diamine (12.0 g) in a minimum quantity of ether was added benzoylformic acid (7.5 g) dissolved in ether and the mixture was stirred for 8 hours. The resulting precipitate was filtered, dried, and recrystallised from ethanol giving the title compound (11.0 g) mp 214.5°-216.5° C. The reactants are Br.C(C)OC(=O)C=1C(=NSC1NC(=O)OC1=CC=CC=C1)CCC (4-Ethoxycarbonyl-5-phenoxycarbonylamino-3-n-propylisothiazol hydrobromide), CN (methylamine). Yields the product C(C)OC(=O)C=1C(=NSC1NC(=O)NC)CCC (1-(4-ethoxycarbonyl-3-n-propylisothiazol-5-yl)-3-methylurea). As a reaction SMILES: Br.[CH2:2]([O:4][C:5]([C:7]1[C:8]([CH2:22][CH2:23][CH3:24])=[N:9][S:10][C:11]=1[NH:12][C:13]([O:15]C1C=CC=CC=1)=O)=[O:6])[CH3:3].[CH3:25][NH2:26]>>[CH2:2]([O:4][C:5]([C:7]1[C:8]([CH2:22][CH2:23][CH3:24])=[N:9][S:10][C:11]=1[NH:12][C:13]([NH:26][CH3:25])=[O:15])=[O:6])[CH3:3] |f:0.1|. Reported procedure: 4-Ethoxycarbonyl-5-phenoxycarbonylamino-3-n-propylisothiazol hydrobromide (41.5 g.) was heated at reflux in ethanolic methylamine (33% w/v; 100 ml.) for 15 minutes. The solution was filtered and on cooling deposited white crystals, which were filtered off and washed with water to give 1-(4-ethoxycarbonyl-3-n-propylisothiazol-5-yl)-3-methylurea (18.5 g.), m.p. 173°-174° C.